Dataset: the Open Reaction Database (ORD), a public repository of structured organic reaction records. Task: describe an organic reaction: reactants, conditions, products, and yield The reactants are CCOC(=O)C=C(C)Cl, CC(C)(C)[O-], CC(C)Oc1ccccc1O, [K+], C1CCOC1. The product is CCOC(=O)C=C(C)Oc1ccccc1OC(C)C. Reaction SMILES: [CH2:18]([CH3:19])[O:20][C:21]([CH:22]=[C:23]([CH3:24])[Cl:25])=[O:26].[CH3:1][C:2]([CH3:3])([O-:4])[CH3:5].[CH:7]([CH3:8])([CH3:9])[O:10][c:11]1[c:12]([OH:17])[cH:13][cH:14][cH:15][cH:16]1.[K+:6].[O:27]1[CH2:28][CH2:29][CH2:30][CH2:31]1>>[CH:7]([CH3:8])([CH3:9])[O:10][c:11]1[c:12]([O:17][C:23](=[CH:22][C:21]([O:20][CH2:18][CH3:19])=[O:26])[CH3:24])[cH:13][cH:14][cH:15][cH:16]1. Starting materials: COC(=O)c1c(Br)ccc2c1NC(=O)C(C)(C)N2, COc1ccccc1B(O)O, CN(C)C=O, CCOC(C)=O, O. The product is COC(=O)c1c(-c2ccccc2OC)ccc2c1NC(=O)C(C)(C)N2. Reaction SMILES: [Br:1][c:2]1[cH:3][cH:4][c:5]2[c:10]([c:11]1[C:12](=[O:13])[O:14][CH3:15])[NH:9][C:8](=[O:16])[C:7]([CH3:17])([CH3:18])[NH:6]2.[CH3:19][O:20][c:21]1[c:22]([B:27]([OH:28])[OH:29])[cH:23][cH:24][cH:25][cH:26]1.[CH3:30][N:31]([CH3:32])[CH:33]=[O:34].[CH3:35][CH2:36][O:37][C:38](=[O:39])[CH3:40].[OH2:41]>>[c:2]1(-[c:22]2[c:21]([O:20][CH3:19])[cH:26][cH:25][cH:24][cH:23]2)[cH:3][cH:4][c:5]2[c:10]([c:11]1[C:12](=[O:13])[O:14][CH3:15])[NH:9][C:8](=[O:16])[C:7]([CH3:17])([CH3:18])[NH:6]2. Reactants: SC1=C(C(=O)O)C=CC=C1 (2-mercaptobenzoic acid), C(CC)O (n-propanol), C1=CC=CC=C1 (benzene), S(O)(O)(=O)=O (sulfuric acid). Solvent: O (water). Yields the product SC1=C(C(=O)OCCC)C=CC=C1 (n-propyl 2-mercaptobenzoate). Isolated yield 62.0%. Reaction SMILES: [SH:1][C:2]1[CH:10]=[CH:9][CH:8]=[CH:7][C:3]=1[C:4]([OH:6])=[O:5].[CH2:11](O)[CH2:12][CH3:13].C1C=CC=CC=1.S(=O)(=O)(O)O>O>[SH:1][C:2]1[CH:10]=[CH:9][CH:8]=[CH:7][C:3]=1[C:4]([O:6][CH2:11][CH2:12][CH3:13])=[O:5]. Reported procedure: A mixture of 50 g (0.32 mole) of 2-mercaptobenzoic acid, 30 g (0.5 mole) of n-propanol, 200 ml of benzene and 1.0 g of sulfuric acid (93%) was stirred at reflux in a flask equipped with a condenser and Dean-Stark water separator. After 24 hours at reflux, 6.0 ml of water was collected in the water separator. The mixture was cooled to ambient temperature, washed with 150 ml of 10% sodium carbonate solution, washed with three 150 ml water washes, dried over sodium sulfate, filtered and concentrate... Reactants: ClCC1=C(COC=2C(=NC=CC2)[N+](=O)[O-])C=CC=C1 (3-(2-chloromethylbenzyloxy)-2-nitropyridine), C1(C=2C(C(N1)=O)=CC=CC2)=O.[K] (potassium phthalimide), O (water). Run in CN(C=O)C (N,N-dimethylformamide). The product is [N+](=O)([O-])C1=NC=CC=C1OCC1=C(C=CC=C1)CN1C(C=2C(C1=O)=CC=CC2)=O (2-nitro-3-(2-phthalimidomethylbenzyloxy)pyridine). The yield is 47.3%. Reaction SMILES: Cl[CH2:2][C:3]1[CH:19]=[CH:18][CH:17]=[CH:16][C:4]=1[CH2:5][O:6][C:7]1[C:8]([N+:13]([O-:15])=[O:14])=[N:9][CH:10]=[CH:11][CH:12]=1.[C:20]1(=[O:30])[NH:24][C:23](=[O:25])[C:22]2=[CH:26][CH:27]=[CH:28][CH:29]=[C:21]12.[K].O>CN(C)C=O>[N+:13]([C:8]1[C:7]([O:6][CH2:5][C:4]2[CH:16]=[CH:17][CH:18]=[CH:19][C:3]=2[CH2:2][N:24]2[C:23](=[O:25])[C:22]3=[CH:26][CH:27]=[CH:28][CH:29]=[C:21]3[C:20]2=[O:30])=[CH:12][CH:11]=[CH:10][N:9]=1)([O-:15])=[O:14] |f:1.2,^1:30|. Procedure: A solution of 3-(2-chloromethylbenzyloxy)-2-nitropyridine (4.09 g) and potassium phthalimide (2.99 g) in N,N-dimethylformamide (41 ml) was stirred at 50° C. for 9.5 hours. The reaction mixture was poured into water (200 ml) and extracted twice with ethyl acetate (250 ml). The combined extract was washed with water and dried over magnesium sulfate. The solvent was evaporated under reduced pressure and the resultant residue was recrystallized from ethyl acetate to give 2-nitro-3-(2-phthalimidometh... The reactants are [OH-].[Na+] (sodium hydroxide), SC1=C(C(=O)O)C=CC=C1 (2-mercaptobenzoic acid), ClCC(F)(F)F (chlorotrifluoroethane). The solvent is CN(C=O)C (dimethylformamide). Reaction conditions: temperature 100 celsius. Product: FC(CSC1=C(C(=O)O)C=CC=C1)(F)F (2-(2',2',2'-trifluoroethylthio)benzoic acid). Yield: 23.1%. Reaction SMILES: [OH-].[Na+].[SH:3][C:4]1[CH:12]=[CH:11][CH:10]=[CH:9][C:5]=1[C:6]([OH:8])=[O:7].Cl[CH2:14][C:15]([F:18])([F:17])[F:16]>CN(C)C=O>[F:16][C:15]([F:18])([F:17])[CH2:14][S:3][C:4]1[CH:12]=[CH:11][CH:10]=[CH:9][C:5]=1[C:6]([OH:8])=[O:7] |f:0.1|. Procedure details: A two-necked flask was charged under nitrogen with 45 ml of dimethylformamide and 16 g of a 50% strength by weight aqueous sodium hydroxide solution. After addition of 15 g of 2-mercaptobenzoic acid, 18 g of chlorotrifluoroethane were passed in at 0° C. and the reaction mixture was then transferred into a stirred autoclave. The mixture was heated at 100° C. for 12 hours (maximum pressure: 2.5 bar), allowed to cool and the crude product was then precipitated by addition of concentrated hydrochlor... Starting materials: ClCCCC1(CC=CCC1C1=CC=CC=C1)C(=O)Cl (1-(3-Chloropropyl)-6-phenyl-3-cyclohexene-1-carbonyl chloride), N (ammonia), carboxyl carbonyl, acid chloride carbonyl. The solvent is C(Cl)Cl (methylene chloride). Conditions: time 16 hour. Yields the product ClCCCC1(CC=CCC1C1=CC=CC=C1)C(=O)N (1-(3-chloro-propyl)-6-phenyl-3-cyclohexene-1-carboxamide). Yield: 85.0%. As a reaction SMILES: [Cl:1][CH2:2][CH2:3][CH2:4][C:5]1([C:17](Cl)=[O:18])[CH:10]([C:11]2[CH:16]=[CH:15][CH:14]=[CH:13][CH:12]=2)[CH2:9][CH:8]=[CH:7][CH2:6]1.[NH3:20]>C(Cl)Cl>[Cl:1][CH2:2][CH2:3][CH2:4][C:5]1([C:17]([NH2:20])=[O:18])[CH:10]([C:11]2[CH:16]=[CH:15][CH:14]=[CH:13][CH:12]=2)[CH2:9][CH:8]=[CH:7][CH2:6]1. Procedure: 1-(3-chloropropyl)-6-phenyl-3-cyclohexane-1-carboxylic acid (4.95 g, 17.6 mmol) was dissolved in methylene chloride and stirred under N2 at ambient temperature. Oxalyl chloride (2 equiv., 4.47 g) was added and the solution was allowed to stir for 16 hrs. The solution was concentrated to vacuo to afford the corresponding acid chloride (5.18 g, 100% yield) as a light yellow mobile oil. The infrared spectrum indicated the disappearance of the carboxyl carbonyl stretch of the starting material at 17... The reactants are ice water, N1(N=CC=C1)CC1=CC=C(C=C1)O (4-(1-pyrazolyl)methylphenol), BrCCBr (1,2-dibromo-ethane), aqueous solution, [OH-].[Na+] (sodium hydroxide). The solvent is O (water). Yields the product N1(N=CC=C1)CC1=CC=C(OCCBr)C=C1 (2-[4-(1-pyrazolyl)methylphenoxy]ethyl bromide). Yield: 47.3%. Reaction SMILES: [N:1]1([CH2:6][C:7]2[CH:12]=[CH:11][C:10]([OH:13])=[CH:9][CH:8]=2)[CH:5]=[CH:4][CH:3]=[N:2]1.[Br:14][CH2:15][CH2:16]Br.[OH-].[Na+]>O>[N:1]1([CH2:6][C:7]2[CH:12]=[CH:11][C:10]([O:13][CH2:16][CH2:15][Br:14])=[CH:9][CH:8]=2)[CH:5]=[CH:4][CH:3]=[N:2]1 |f:2.3|. Procedure details: To a mixture of 15 g of 4-(1-pyrazolyl)methylphenol, 32.4 g of 1,2-dibromo-ethane and 150 ml of water was added dropwise 30 ml of an aqueous solution of 4.1 g of sodium hydroxide while stirring under heating at reflux over 2 hours. Then, after heating at reflux under stirring for further 30 minutes, the reaction mixture was poured into 200 ml of ice water, which was extracted twice with 100 ml of diethyl ether. The organic layers were combined, washed with 5N aqueous sodium hydroxide solution, w...